Dataset: the Open Reaction Database (ORD), a public repository of structured organic reaction records. Task: describe an organic reaction: reactants, conditions, products, and yield The reactants are FC1=NC=CC=C1 (2-fluoropyridine), C(C)(C)[N-]C(C)C.[Li+] (lithium diisopropylamide), [NH4+].[Cl-] (NH4Cl), CN(C)C=O (DMF). Run in C1CCOC1 (THF), C1CCOC1 (THF), CCOC(=O)C (EtOAc). Conditions: temperature -78 celsius, time 4 hour. The product is FC1=NC=CC=C1C=O (2-fluoro-pyridine-3-carbaldehyde). Yield: 14.7%. Reaction SMILES: [F:1][C:2]1[CH:7]=[CH:6][CH:5]=[CH:4][N:3]=1.C([N-]C(C)C)(C)C.[Li+].CN([CH:19]=[O:20])C.[NH4+].[Cl-]>C1COCC1.CCOC(C)=O>[F:1][C:2]1[C:7]([CH:19]=[O:20])=[CH:6][CH:5]=[CH:4][N:3]=1 |f:1.2,4.5|. Procedure details: A solution of 2-fluoropyridine (306 mg, 3.15 mmol) in THF (1 mL) was added to a solution of lithium diisopropylamide in THF (0.20 M, 17 mL, 3.4 mmol) at −78° C. The solution was stirred at −78° C. for 4 h, then DMF (0.73 mL, 9.4 mmol) was added dropwise and stirring was continued at −78° C. for 2.5 h. Saturated NH4Cl(aq) (2 mL) was added, and the mixture was allowed to warm to room temperature. The mixture was diluted with EtOAc (20 mL), and the organic phase was washed with saturated NaHCO3(aq)... Reactants: COC([O-])=NS(=O)(=O)[N+](CC)(CC)CC (1-methoxy-N-triethylammoniosulfonylmethanimidate), NCCO (2-aminoethanol). Solvent: C1CCOC1 (THF). Product: COC(=O)N1S(NCC1)(=O)=O (1,1-dioxo-1λ6-[1,2,5]thiadiazolidine-2-carboxylic acid methyl ester). RXN SMILES: [CH3:1][O:2][C:3](=[N:5][S:6]([N+:9](CC)(CC)[CH2:10][CH3:11])(=[O:8])=[O:7])[O-:4].NCCO>C1COCC1>[CH3:1][O:2][C:3]([N:5]1[CH2:11][CH2:10][NH:9][S:6]1(=[O:8])=[O:7])=[O:4]. Procedure: To a solution of 1-methoxy-N-triethylammoniosulfonylmethanimidate (Burgess reagent, 12.3 mmol) in THF (10 mL) at 0° C. was added 2-aminoethanol (4.91 mmol). The reaction was allowed to warm to rt and then heated to 90° C. for 8 h. After cooling to rt, the reaction was quenched with saturated aq. NH4Cl. The mixture was extracted with EtOAc and the organic layer was dried (Na2SO4) and concentrated to afford 1,1-dioxo-1λ6-[1,2,5]thiadiazolidine-2-carboxylic acid methyl ester as colorless oil that w... Reaction SMILES: [CH2:1]([O:8][CH:9]1[CH2:14][CH2:13][C:12](=[O:15])[CH2:11][CH2:10]1)[C:2]1[CH:7]=[CH:6][CH:5]=[CH:4][CH:3]=1.CCN(C(C)C)C(C)C.[Si:25](OS(C(F)(F)F)(=O)=O)([C:28]([CH3:31])([CH3:30])[CH3:29])([CH3:27])[CH3:26].O>C(Cl)Cl>[CH2:1]([O:8][CH:9]1[CH2:14][CH2:13][C:12]([O:15][Si:25]([C:28]([CH3:31])([CH3:30])[CH3:29])([CH3:27])[CH3:26])=[CH:11][CH2:10]1)[C:2]1[CH:7]=[CH:6][CH:5]=[CH:4][CH:3]=1. Procedure details: To a stirred solution of 4-(benzyloxy)cyclohexanone (10 g, 49 mmol) and Hunig's base (17.1 mL, 98 mmol) in DCM (50 mL) was added TBSOTf (11.8 mL, 51.4 mmol) in DCM (50 mL) dropwise at 0° C. The reaction mixture was allowed to warm to room temperature, and left to stir until the reaction was complete. The mixture was poured into water, and the organic layer was separated, dried, and concentrated. Purification by flash chromatography afforded the title compound. 1H NMR (600 MHz, CDCl3) δ 7.20-7.36... Yields the product C(C1=CC=CC=C1)OC1CC=C(CC1)O[Si](C)(C)C(C)(C)C ({[4-(Benzyloxy)cyclohex-1-en-1-yl]oxy}(tert-butyl)dimethylsilane). Reactants: O (water), C(C1=CC=CC=C1)OC1CCC(CC1)=O (4-(benzyloxy)cyclohexanone), CCN(C(C)C)C(C)C (Hunig's base), [Si](C)(C)(C(C)(C)C)OS(=O)(=O)C(F)(F)F (TBSOTf). The solvent is C(Cl)Cl (DCM), C(Cl)Cl (DCM). The reactants are CN(CC#CC1=CN(C2=NC=CC(=C21)OC2=C(C=C(C=C2)[N+](=O)[O-])F)C(=O)OC(C)(C)C)C (tert-butyl 3-(3-(dimethylamino)prop-1-ynyl)-4-(2-fluoro-4-nitrophenoxy)-1H-pyrrolo[2,3-b]pyridine-1-carboxylate), [NH4+].[Cl-] (NH4Cl). Reagents/catalysts: [Zn] (Zn). Solvent: CCOC(=O)C (EtOAc), C1CCOC1 (THF), CO (MeOH). Run at time 2 hour. Product: CN(CC#CC1=CNC2=NC=CC(=C21)OC2=C(C=C(C=C2)N)F)C (4-(3-(3-(Dimethylamino)prop-1-ynyl)-1H-pyrrolo[2,3-b]pyridin-4-yloxy)-3-fluorobenzenamine). The yield is 90.7%. Reaction SMILES: [CH3:1][N:2]([CH3:33])[CH2:3][C:4]#[C:5][C:6]1[C:14]2[C:9](=[N:10][CH:11]=[CH:12][C:13]=2[O:15][C:16]2[CH:21]=[CH:20][C:19]([N+:22]([O-])=O)=[CH:18][C:17]=2[F:25])[N:8](C(OC(C)(C)C)=O)[CH:7]=1.[NH4+].[Cl-]>C1COCC1.CO.CCOC(C)=O.[Zn]>[CH3:33][N:2]([CH3:1])[CH2:3][C:4]#[C:5][C:6]1[C:14]2[C:9](=[N:10][CH:11]=[CH:12][C:13]=2[O:15][C:16]2[CH:21]=[CH:20][C:19]([NH2:22])=[CH:18][C:17]=2[F:25])[NH:8][CH:7]=1 |f:1.2|. Reported procedure: To a mixture of tert-butyl 3-(3-(dimethylamino)prop-1-ynyl)-4-(2-fluoro-4-nitrophenoxy)-1H-pyrrolo[2,3-b]pyridine-1-carboxylate (170 mg, 0.374 mmol) in THF (10 mL) and MeOH (10 mL), was added Zn powder (<10 micron, 500 mg) and NH4Cl (500 mg). The reaction mixture was stirred at rt for 2 h, diluted with EtOAc, and filtered through a pad of Celite®. The filtrate was washed with sat. aq. KH2PO4 solution, dried over MgSO4, filtered, and concentrated in vacuo to afford the desired product (110 mg, 90... Reactants: N#Cc1ccc(COc2ccc3[nH]c4c(c3c2)CCC4CC(=O)O)cc1C(F)(F)F, Cl, [Li+], C1COCCO1, [OH-]. Yields the product NC(=O)c1ccc(COc2ccc3[nH]c4c(c3c2)CCC4CC(=O)O)cc1C(F)(F)F. Reaction SMILES: [C:1](#[N:2])[c:3]1[c:4]([C:27]([F:28])([F:29])[F:30])[cH:5][c:6]([CH2:7][O:8][c:9]2[cH:10][c:11]3[c:12]4[c:13]([nH:14][c:15]3[cH:16][cH:17]2)[CH:18]([CH2:21][C:22](=[O:23])[OH:24])[CH2:19][CH2:20]4)[cH:25][cH:26]1.[ClH:33].[Li+:32].[O:34]1[CH2:35][CH2:36][O:37][CH2:38][CH2:39]1.[OH-:31]>>[C:1]([NH2:2])([c:3]1[c:4]([C:27]([F:28])([F:29])[F:30])[cH:5][c:6]([CH2:7][O:8][c:9]2[cH:10][c:11]3[c:12]4[c:13]([nH:14][c:15]3[cH:16][cH:17]2)[CH:18]([CH2:21][C:22](=[O:23])[OH:24])[CH2:19][CH2:20]4)[cH:25][cH:26]1)=[O:31].